From a dataset of the Open Reaction Database (ORD), a public repository of structured organic reaction records. describe an organic reaction: reactants, conditions, products, and yield Starting materials: FC(C=1C=C(C=C(C1)C(F)(F)F)[C@@H]1[C@H]2N(C(O1)=O)[C@@H](CC2)C2=C(C=CC(=C2)C(F)(F)F)C2=CC(=CC=C2OC)CCC(=O)OC)(F)F (methyl 3-[2′-{(1R,5S,7aS)-1-[3,5-bis(trifluoromethyl)phenyl]-3-oxotetrahydro-1H-pyrrolo[1,2-c][1,3]oxazol-5-yl}-6-methoxy-4′-(trifluoromethyl)biphenyl-3-yl]propanoate), O.[OH-].[Li+] (lithium hydroxide-monohydrate), OO (hydrogen peroxide). Run in C1CCOC1 (THF), O (water), O (water), [O-]S(=O)[O-].[Na+].[Na+] (Na2SO3). The product is FC(C=1C=C(C=C(C1)C(F)(F)F)[C@@H]1[C@H]2N(C(O1)=O)[C@@H](CC2)C2=C(C=CC(=C2)C(F)(F)F)C2=CC(=CC=C2OC)CCC(=O)O)(F)F (3-[2′-{(1R,5S,7aS)-1-[3,5-bis(trifluoromethyl)phenyl]-3-oxotetrahydro-1H-pyrrolo[1,2-c][1,3]oxazol-5-yl}-6-methoxy-4′-(trifluoromethyl)biphenyl-3-yl]propanoic acid). Isolated yield 46.7%. As a reaction SMILES: [F:1][C:2]([F:47])([F:46])[C:3]1[CH:4]=[C:5]([C@H:13]2[O:17][C:16](=[O:18])[N:15]3[C@H:19]([C:22]4[CH:27]=[C:26]([C:28]([F:31])([F:30])[F:29])[CH:25]=[CH:24][C:23]=4[C:32]4[C:37]([O:38][CH3:39])=[CH:36][CH:35]=[C:34]([CH2:40][CH2:41][C:42]([O:44]C)=[O:43])[CH:33]=4)[CH2:20][CH2:21][C@@H:14]23)[CH:6]=[C:7]([C:9]([F:12])([F:11])[F:10])[CH:8]=1.O.[OH-].[Li+].OO>C1COCC1.O.[O-]S([O-])=O.[Na+].[Na+]>[F:12][C:9]([F:10])([F:11])[C:7]1[CH:6]=[C:5]([C@H:13]2[O:17][C:16](=[O:18])[N:15]3[C@H:19]([C:22]4[CH:27]=[C:26]([C:28]([F:30])([F:31])[F:29])[CH:25]=[CH:24][C:23]=4[C:32]4[C:37]([O:38][CH3:39])=[CH:36][CH:35]=[C:34]([CH2:40][CH2:41][C:42]([OH:44])=[O:43])[CH:33]=4)[CH2:20][CH2:21][C@@H:14]23)[CH:4]=[C:3]([C:2]([F:1])([F:47])[F:46])[CH:8]=1 |f:1.2.3,7.8.9|. Procedure details: To methyl 3-[2′-{(1R,5S,7aS)-1-[3,5-bis(trifluoromethyl)phenyl]-3-oxotetrahydro-1H-pyrrolo[1,2-c][1,3]oxazol-5-yl}-6-methoxy-4′-(trifluoromethyl)biphenyl-3-yl]propanoate (20 mg, 0.03 mmol) in THF (2 mL) and water (0.5 mL) was added lithium hydroxide-monohydrate (6.21 mg, 0.148 mmol) and hydrogen peroxide (30%, 33.6 mg, 0.296 mmol). The reaction mixture was stirred at room temperature. Upon completion the reaction was diluted with water (10 mL), and solid Na2SO3 was added to quench hydrogen perox...